From a dataset of the Open Reaction Database (ORD), a public repository of structured organic reaction records. describe an organic reaction: reactants, conditions, products, and yield Reactants: ClC=1N=C2N(C(C1)=O)CCC(N2CCOC(C)C)(C)C (2-chloro-9-(2-isopropoxyethyl)-8,8-dimethyl-6,7,8,9-tetrahydro-4H-pyrimido[1,2-a]pyrimidin-4-one), N1CCOCC1 (morpholine). Product: C(C)(C)OCCN1C(CCN2C1=NC(=CC2=O)N2CCOCC2)(C)C (9-(2-isopropoxyethyl)-8,8-dimethyl-2-(morpholin-4-yl)-6,7,8,9-tetrahydro-4H-pyrimido[1,2-a]pyrimidin-4-one). The yield is 29.0%. RXN SMILES: Cl[C:2]1[N:3]=[C:4]2[N:12]([CH2:13][CH2:14][O:15][CH:16]([CH3:18])[CH3:17])[C:11]([CH3:20])([CH3:19])[CH2:10][CH2:9][N:5]2[C:6](=[O:8])[CH:7]=1.[NH:21]1[CH2:26][CH2:25][O:24][CH2:23][CH2:22]1>>[CH:16]([O:15][CH2:14][CH2:13][N:12]1[C:4]2=[N:3][C:2]([N:21]3[CH2:26][CH2:25][O:24][CH2:23][CH2:22]3)=[CH:7][C:6](=[O:8])[N:5]2[CH2:9][CH2:10][C:11]1([CH3:20])[CH3:19])([CH3:18])[CH3:17]. Procedure details: 0.19 g of 2-chloro-9-(2-isopropoxyethyl)-8,8-dimethyl-6,7,8,9-tetrahydro-4H-pyrimido[1,2-a]pyrimidin-4-one in 2.5 mL of morpholine are heated in the microwave oven to 80° C. for 2 h. The crude is purified by flash chromatography on silica gel SiO2 (100% CH2Cl2 to 92/8 CH2Cl2/MeOH). 0.06 g (yield=29%) of 9-(2-isopropoxyethyl)-8,8-dimethyl-2-(morpholin-4-yl)-6,7,8,9-tetrahydro-4H-pyrimido[1,2-a]pyrimidin-4-one are obtained as a white solid including the following characteristics: Reactants: C(C=C)OC1=C(C(=CC=C1)F)C1=C(C=C(C=C1)Cl)C (2′-allyloxy-4-chloro-6′-fluoro-2-methylbiphenyl), C1(=CC(=CC(=C1)C)C)C (mesitylene). The product is C(C=C)C1=C(C(=C(C=C1)F)C1=C(C=C(C=C1)Cl)C)O (3-allyl-4′-chloro-6-fluoro-2′-methylbiphenyl-2-ol). Isolated yield 95.0%. Reaction SMILES: C([O:4][C:5]1[CH:10]=[CH:9][CH:8]=[C:7]([F:11])[C:6]=1[C:12]1[CH:17]=[CH:16][C:15]([Cl:18])=[CH:14][C:13]=1[CH3:19])C=C.[C:20]1(C)[CH:25]=C(C)C=C(C)[CH:21]=1>>[CH2:25]([C:10]1[CH:9]=[CH:8][C:7]([F:11])=[C:6]([C:12]2[CH:17]=[CH:16][C:15]([Cl:18])=[CH:14][C:13]=2[CH3:19])[C:5]=1[OH:4])[CH:20]=[CH2:21]. Procedure: A solution of 2′-allyloxy-4-chloro-6′-fluoro-2-methylbiphenyl (2.1 g, 7.6 mmol) in mesitylene (70 mL) was refluxed for 24 h. The solvent was removed under reduced pressure. Purification by ISCO using a solvent gradient of 0 to 20% ethyl acetate in hexanes provided 2.0 g (95%) of 3-allyl-4′-chloro-6-fluoro-2′-methylbiphenyl-2-ol as a pale yellow oil. Starting materials: Cc1cccc(OCC(=O)Cl)c1, Cl, Nc1ccccc1C(=O)O, [Na+], [OH-]. Yields the product Cc1cccc(OCC(=O)Nc2ccccc2C(=O)O)c1. Reaction SMILES: [CH3:11][c:12]1[cH:13][c:14]([O:15][CH2:16][C:17](=[O:18])[Cl:19])[cH:20][cH:21][cH:22]1.[ClH:23].[NH2:1][c:2]1[cH:3][cH:4][cH:5][cH:6][c:7]1[C:8]([OH:9])=[O:10].[Na+:25].[OH-:24]>>[NH:1]([c:2]1[cH:3][cH:4][cH:5][cH:6][c:7]1[C:8]([OH:9])=[O:10])[C:17]([CH2:16][O:15][c:14]1[cH:13][c:12]([CH3:11])[cH:22][cH:21][cH:20]1)=[O:18]. The reactants are [H][H] (hydrogen), O.NN (hydrazine hydrate), OC1=C(C=C(C=C1)C(C(F)(F)F)(C(F)(F)F)C1=CC(=C(C=C1)O)[N+](=O)[O-])[N+](=O)[O-] (2,2-bis (4-hydroxy-3-nitrophenyl)-1,1,1,3,3,3-hexafluoropropane), 240, C(C)O (ethanol). The reagents and catalysts are [Ni] (Raney nickel). Solvent: O (water). Yields the product NC=1C=C(C=CC1O)C(C(F)(F)F)C(F)(F)F (3-amino-4-hydroxyphenyl -1,1,1,3,3,3-hexafluoropropane). Reaction SMILES: [OH:1][C:2]1[CH:7]=[CH:6][C:5]([C:8](C2C=CC(O)=C([N+]([O-])=O)C=2)([C:13]([F:16])([F:15])[F:14])[C:9]([F:12])([F:11])[F:10])=[CH:4][C:3]=1[N+:27]([O-])=O.C(O)C.O.NN.[H][H]>[Ni].O>[NH2:27][C:3]1[CH:4]=[C:5]([CH:8]([C:9]([F:10])([F:11])[F:12])[C:13]([F:14])([F:15])[F:16])[CH:6]=[CH:7][C:2]=1[OH:1] |f:2.3|. Procedure details: 30 parts by weight 2,2-bis (4-hydroxy-3-nitrophenyl)-1,1,1,3,3,3-hexafluoropropane are suspended in a mixture of 240 parts by weight ethanol and 120 parts by weight water. 1.5 parts by weight Raney nickel and two times 18.5 parts by weight hydrazine hydrate are added to the suspension, and subsequently, the mixture is heated for the reflux. After the development of hydrogen has abated at the end of about 4 hours, suction is applied to remove the Raney nickel and the ethanol/water mixture is remo... Reactants: [N-]=[N+]=[N-].[Na+] (sodium azide), COC1=C(C=CC=C1)[C@]1([C@@H]2CN(C[C@@H]2C[C@H](C1)COS(=O)(=O)C1=CC=C(C)C=C1)C([C@@H](C)C1=C(C=CC=C1)OC)=O)O ((3aS,4S,6R,7aR)-4-(2-methoxyphenyl)-2-[(S)-2-(2-methoxyphenyl)propionyl]-6-tosyloxymethylperhydroisoindol-4-ol). Solvent: O (water), CN(C=O)C (dimethylformamide). Reaction conditions: temperature 20 celsius, time 20 hour. The product is N(=[N+]=[N-])C[C@H]1C[C@@]([C@@H]2CN(C[C@@H]2C1)C([C@@H](C)C1=C(C=CC=C1)OC)=O)(O)C1=C(C=CC=C1)OC ((3aS,4S,6R,7aR)-6-azidomethyl-4-(2-methoxyphenyl)-2-[(S)-2-(2-methoxyphenyl)propionyl]perhydroisoindol-4-ol). Isolated yield 99.4%. RXN SMILES: [N-:1]=[N+:2]=[N-:3].[Na+].[CH3:5][O:6][C:7]1[CH:12]=[CH:11][CH:10]=[CH:9][C:8]=1[C@:13]1([OH:46])[CH2:21][C@H:20]([CH2:22]OS(C2C=CC(C)=CC=2)(=O)=O)[CH2:19][C@@H:18]2[C@H:14]1[CH2:15][N:16]([C:34](=[O:45])[C@H:35]([C:37]1[CH:42]=[CH:41][CH:40]=[CH:39][C:38]=1[O:43][CH3:44])[CH3:36])[CH2:17]2>CN(C)C=O.O>[N:1]([CH2:22][C@@H:20]1[CH2:19][C@@H:18]2[C@@H:14]([CH2:15][N:16]([C:34](=[O:45])[C@H:35]([C:37]3[CH:42]=[CH:41][CH:40]=[CH:39][C:38]=3[O:43][CH3:44])[CH3:36])[CH2:17]2)[C@@:13]([C:8]2[CH:9]=[CH:10][CH:11]=[CH:12][C:7]=2[O:6][CH3:5])([OH:46])[CH2:21]1)=[N+:2]=[N-:3] |f:0.1|. Reported procedure: 1.68 g of sodium azide are added to a solution, which has been brought to 50° C., of 9.0 g (3aS,4S,6R,7aR)-4-(2-methoxyphenyl)-2-[(S)-2-(2-methoxyphenyl)propionyl]-6-tosyloxymethylperhydroisoindol-4-ol in 50 cm3 of dimethylformamide. The reaction mixture is stirred at 20° C. for 20 hours and then diluted with 350 cm3 of water and subjected to extraction with 100 cm3 of ethyl acetate. The organic phase is washed with 100 cm3 of water, dried over magnesium sulphate and then concentrated to dryness... Starting materials: CC(C)(C)c1ccc(C=CC(=O)Nc2ccc3c(ccn3CCO[Si](C)(C)C(C)(C)C)c2)cn1, CC(C)(C)c1ccc(C=CC(=O)O)cn1, CC(C)(C)[Si](C)(C)OCCn1ccc2cc(N)ccc21. Yields the product CC(C)(C)c1ccc(C=CC(=O)Nc2ccc3c(ccn3CCO)c2)cn1. RXN SMILES: [C:1]([CH3:2])([CH3:3])([CH3:4])[c:5]1[cH:6][cH:7][c:8]([CH:11]=[CH:12][C:13](=[O:14])[NH:15][c:16]2[cH:17][c:18]3[cH:19][cH:20][n:21]([CH2:25][CH2:26][O:27][Si:28]([CH3:29])([CH3:30])[C:31]([CH3:32])([CH3:33])[CH3:34])[c:22]3[cH:23][cH:24]2)[cH:9][n:10]1.[C:35]([c:36]1[n:37][cH:38][c:39]([CH:40]=[CH:41][C:42]([OH:43])=[O:44])[cH:45][cH:46]1)([CH3:47])([CH3:48])[CH3:49].[CH3:50][Si:51]([CH3:52])([O:53][CH2:54][CH2:55][n:56]1[c:57]2[c:58]([cH:59][c:60]([NH2:61])[cH:62][cH:63]2)[cH:64][cH:65]1)[C:66]([CH3:67])([CH3:68])[CH3:69]>>[C:1]([CH3:2])([CH3:3])([CH3:4])[c:5]1[cH:6][cH:7][c:8]([CH:11]=[CH:12][C:13](=[O:14])[NH:15][c:16]2[cH:17][c:18]3[cH:19][cH:20][n:21]([CH2:25][CH2:26][OH:27])[c:22]3[cH:23][cH:24]2)[cH:9][n:10]1.